This data is from the Open Reaction Database (ORD), a public repository of structured organic reaction records. The task is: describe an organic reaction: reactants, conditions, products, and yield Reactants: NC1=C(C(=O)OC(C)(C)C)C=CC=C1 (t-Butyl 2-aminobenzoate), [N+](=O)([O-])C1=C(C(=O)Cl)C=CC=C1 (2-nitrobenzoyl chloride), C(=O)([O-])[O-].[Na+].[Na+] (Na2CO3). The solvent is CC(C)(C)O (t-BuOH). The product is [N+](=O)([O-])C1=C(C(=O)OC(C)(C)C)C=CC=C1 (t-butyl 2-nitrobenzoate). Reaction SMILES: NC1C=CC=CC=1C([O:6][C:7]([CH3:10])([CH3:9])[CH3:8])=O.[N+:15]([C:18]1[CH:26]=[CH:25][CH:24]=[CH:23][C:19]=1[C:20](Cl)=[O:21])([O-:17])=[O:16].C([O-])([O-])=O.[Na+].[Na+]>CC(O)(C)C>[N+:15]([C:18]1[CH:26]=[CH:25][CH:24]=[CH:23][C:19]=1[C:20]([O:6][C:7]([CH3:10])([CH3:9])[CH3:8])=[O:21])([O-:17])=[O:16] |f:2.3.4|. Procedure: t-Butyl 2-aminobenzoate ##STR103## A mixture of 2-nitrobenzoyl chloride (15 mL, 110 mmol) and t-BuOH (100 mL) were heated at reflux for 3 h. The cooled mixture was poured onto ice-water, basified with Na2CO3 and extracted with CH2Cl2 (×2). The combined organic extracts were washed with brine, the solvents evaporated in vacuo and the residue was purified by column chromatography upon silica gel using hexanes-EtOAc (95:5) as eluant to give t-butyl 2-nitrobenzoate (4.9 g, 22 mmol) as a yellow oil. The reactants are CO, C=Cc1ccc(Nc2c(C(=O)NOCCO)ccc(F)c2F)c(Cl)c1, C1CCOC1. Product: CCc1ccc(Nc2c(C(=O)NOCCO)ccc(F)c2F)c(Cl)c1. Reaction SMILES: [CH3:31][OH:32].[Cl:1][c:2]1[c:3]([NH:10][c:11]2[c:12]([C:13](=[O:14])[NH:15][O:16][CH2:17][CH2:18][OH:19])[cH:20][cH:21][c:22]([F:25])[c:23]2[F:24])[cH:4][cH:5][c:6]([CH:8]=[CH2:9])[cH:7]1.[O:26]1[CH2:27][CH2:28][CH2:29][CH2:30]1>>[Cl:1][c:2]1[c:3]([NH:10][c:11]2[c:12]([C:13](=[O:14])[NH:15][O:16][CH2:17][CH2:18][OH:19])[cH:20][cH:21][c:22]([F:25])[c:23]2[F:24])[cH:4][cH:5][c:6]([CH2:8][CH3:9])[cH:7]1. Starting materials: BrC=1SC(=C(N1)Br)C=O.BrC=1SC(=C(N1)Br)CO ((2,4-Dibromo-1,3-thiazol-5-yl)methanol 2,4-Dibromo-1,3-thiazole-5-carbaldehyde), [BH4-].[Na+] (Sodium borohydride). The solvent is CO (methanol). Conditions: time 8 hour. The product is BrC=1SC(=C(N1)Br)CO ((2,4-dibromo-1,3-thiazol-5-yl)methanol). Isolated yield 54.0%. RXN SMILES: [Br:1][C:2]1[S:3][C:4]([CH:8]=[O:9])=[C:5]([Br:7])[N:6]=1.BrC1SC(CO)=C(Br)N=1.[BH4-].[Na+]>CO>[Br:1][C:2]1[S:3][C:4]([CH2:8][OH:9])=[C:5]([Br:7])[N:6]=1 |f:0.1,2.3|. Procedure details: (2,4-Dibromo-1,3-thiazol-5-yl)methanol 2,4-Dibromo-1,3-thiazole-5-carbaldehyde (1.74 g, 6.42 mmol) was dissolved in methanol (70 ml) at 0° C. Sodium borohydride (0.244 g, 6.42 mmol) was added in small portions. The ice-water bath was removed 10 minutes later and the reaction mixture was stirred at room temperature overnight. Solvent was removed and saturated ammonium chloride was added. 1.0N NaOH was added to adjust the pH to 10. The aqueous layer was extracted with ethyl acetate. The combined o... Starting materials: CC(=O)OO, C=Cc1ccc(OC(C)(C)C)cc1, ClCCl, CC(=O)O. Product: CC(C)(C)Oc1ccc(C2CO2)cc1. Reaction SMILES: [C:14]([O:15][OH:17])(=[O:16])[CH3:18].[C:1]([CH3:2])([CH3:3])([CH3:4])[O:5][c:6]1[cH:7][cH:8][c:9]([CH:10]=[CH2:11])[cH:12][cH:13]1.[CH2:23]([Cl:24])[Cl:25].[CH3:19][C:20](=[O:21])[OH:22]>>[C:1]([CH3:2])([CH3:3])([CH3:4])[O:5][c:6]1[cH:7][cH:8][c:9]([CH:10]2[CH2:11][O:16]2)[cH:12][cH:13]1. The reactants are BrC1=CC=CC(=N1)C(=O)O (6-bromopicolinic acid), FC1=C(C(=CC(=C1)OC)F)B(O)O (2,6-difluoro-4-methoxyphenylboronic acid). Reagents/catalysts: C1=CC=C(C=C1)P([C-]2C=CC=C2)C3=CC=CC=C3.C1=CC=C(C=C1)P([C-]2C=CC=C2)C3=CC=CC=C3.Cl[Pd]Cl.[Fe+2].C(Cl)Cl (Pd(dppf)Cl2 DCM). The product is FC1=C(C(=CC(=C1)OC)F)C1=CC=CC(=N1)C(=O)O (6-(2,6-difluoro-4-methoxyphenyl)picolinic acid). Isolated yield 42.0%. As a reaction SMILES: Br[C:2]1[N:7]=[C:6]([C:8]([OH:10])=[O:9])[CH:5]=[CH:4][CH:3]=1.[F:11][C:12]1[CH:17]=[C:16]([O:18][CH3:19])[CH:15]=[C:14]([F:20])[C:13]=1B(O)O>C1C=CC(P(C2C=CC=CC=2)[C-]2C=CC=C2)=CC=1.C1C=CC(P(C2C=CC=CC=2)[C-]2C=CC=C2)=CC=1.Cl[Pd]Cl.[Fe+2].C(Cl)Cl>[F:11][C:12]1[CH:17]=[C:16]([O:18][CH3:19])[CH:15]=[C:14]([F:20])[C:13]=1[C:2]1[N:7]=[C:6]([C:8]([OH:10])=[O:9])[CH:5]=[CH:4][CH:3]=1 |f:2.3.4.5.6|. Reported procedure: Method 1 was followed using 6-bromopicolinic acid (1.0 equiv.) and 2,6-difluoro-4-methoxyphenylboronic acid (1.3 equiv.) and Pd(dppf)Cl2-DCM (0.15 equiv.) to give 6-(2,6-difluoro-4-methoxyphenyl)picolinic acid in 42% yield. LC/MS=266.1 (M+H), Rt=0.75 min. Reactants: CCOCC, CC(=O)O, Cc1cc2cc(C(=O)C(=O)O)ccc2o1, C=[N+]=[N-]. Yields the product COC(=O)C(=O)c1ccc2oc(C)cc2c1. RXN SMILES: [CH2:23]([O:24][CH2:25][CH3:26])[CH3:27].[CH3:19][C:20](=[O:21])[OH:22].[CH3:4][c:5]1[cH:6][c:7]2[c:8]([o:9]1)[cH:10][cH:11][c:12]([C:14]([C:15](=[O:16])[OH:17])=[O:18])[cH:13]2.[N+:1](=[CH2:2])=[N-:3]>>[CH3:4][c:5]1[cH:6][c:7]2[c:8]([o:9]1)[cH:10][cH:11][c:12]([C:14]([C:15](=[O:16])[O:17][CH3:19])=[O:18])[cH:13]2. Reactants: C(C1=CC=CC=C1)OC=1C(=NC(=NC1O)CC1(CCCC1)C1=CC=C(C=C1)Cl)C(=O)O (5-Benzyloxy-2-[1-(4-chlorophenyl)-cyclopentylmethyl]-6-hydroxypyrimidine-4-carboxylic acid), [Si](C)(C)(C(C)(C)C)OCCNC ([2-(tert-butyl-dimethylsilanyloxy)-ethyl]-methyl-amine), [Si](C)(C)(C(C)(C)C)OCCN(C(=O)C1=NC(=NC(=C1OCC1=CC=CC=C1)O)CC1=C(C=CC=C1)C1=CC=CC=C1)C (5-benzyloxy-2-biphenyl-2-ylmethyl-6-hydroxypyrimidine-4-carboxylic acid [2-(tert-butyl-dimethylsilanyloxy)-ethyl]methyl-amide). Product: [Si](C)(C)(C(C)(C)C)OCCN(C(=O)C1=NC(=NC(=C1OCC1=CC=CC=C1)O)CC1(CCCC1)C1=CC=C(C=C1)Cl)C (5-Benzyloxy-2-[1-(4-chlorophenyl)-cyclopentylmethyl]-6-hydroxypyrimidine-4-carboxylic acid [2-(tert-butyl-dimethylsilanyloxy)-ethyl]methyl-amide). The yield is 47.9%. Reaction SMILES: [CH2:1]([O:8][C:9]1[C:10]([C:29]([OH:31])=O)=[N:11][C:12]([CH2:16][C:17]2([C:22]3[CH:27]=[CH:26][C:25]([Cl:28])=[CH:24][CH:23]=3)[CH2:21][CH2:20][CH2:19][CH2:18]2)=[N:13][C:14]=1[OH:15])[C:2]1[CH:7]=[CH:6][CH:5]=[CH:4][CH:3]=1.[Si:32]([O:39][CH2:40][CH2:41][NH:42][CH3:43])([C:35]([CH3:38])([CH3:37])[CH3:36])([CH3:34])[CH3:33].[Si](OCCN(C)C(C1C(OCC2C=CC=CC=2)=C(O)N=C(CC2C=CC=CC=2C2C=CC=CC=2)N=1)=O)(C(C)(C)C)(C)C>>[Si:32]([O:39][CH2:40][CH2:41][N:42]([CH3:43])[C:29]([C:10]1[C:9]([O:8][CH2:1][C:2]2[CH:3]=[CH:4][CH:5]=[CH:6][CH:7]=2)=[C:14]([OH:15])[N:13]=[C:12]([CH2:16][C:17]2([C:22]3[CH:27]=[CH:26][C:25]([Cl:28])=[CH:24][CH:23]=3)[CH2:21][CH2:20][CH2:19][CH2:18]2)[N:11]=1)=[O:31])([C:35]([CH3:38])([CH3:37])[CH3:36])([CH3:33])[CH3:34]. Procedure details: 5-Benzyloxy-2-[1-(4-chlorophenyl)-cyclopentylmethyl]-6-hydroxypyrimidine-4-carboxylic acid [2-(tert-butyl-dimethylsilanyloxy)-ethyl]methyl-amide (29-02) (2 g, 47.85%) was synthesized from 5-benzyloxy-2-[1-(4-chlorophenyl)-cyclopentylmethyl]-6-hydroxypyrimidine-4-carboxylic acid (28-02) (3 g, 6.84 mmol) and [2-(tert-butyl-dimethylsilanyloxy)-ethyl]-methyl-amine (8-a) as a gummy solid (1.4 g, 7.53 mmol) following the procedure as described for 5-benzyloxy-2-biphenyl-2-ylmethyl-6-hydroxypyrimidine-... The reactants are N#Cc1cccc(NC(=O)Nc2ccc(S(=O)(=O)NCc3ccc(S(N)(=O)=O)cc3)cc2)c1, c1cc(CN2CCNCC2)ccn1. Product: N=C(c1cccc(NC(=O)Nc2ccc(S(=O)(=O)NCc3ccc(S(N)(=O)=O)cc3)cc2)c1)N1CCN(Cc2ccncc2)CC1. RXN SMILES: [C:1](#[N:2])[c:3]1[cH:4][c:5]([NH:9][C:10]([NH:11][c:12]2[cH:13][cH:14][c:15]([S:18](=[O:19])(=[O:20])[NH:21][CH2:22][c:23]3[cH:24][cH:25][c:26]([S:29]([NH2:30])(=[O:31])=[O:32])[cH:27][cH:28]3)[cH:16][cH:17]2)=[O:33])[cH:6][cH:7][cH:8]1.[n:34]1[cH:35][cH:36][c:37]([CH2:40][N:41]2[CH2:42][CH2:43][NH:44][CH2:45][CH2:46]2)[cH:38][cH:39]1>>[C:1](=[NH:2])([c:3]1[cH:4][c:5]([NH:9][C:10]([NH:11][c:12]2[cH:13][cH:14][c:15]([S:18](=[O:19])(=[O:20])[NH:21][CH2:22][c:23]3[cH:24][cH:25][c:26]([S:29]([NH2:30])(=[O:31])=[O:32])[cH:27][cH:28]3)[cH:16][cH:17]2)=[O:33])[cH:6][cH:7][cH:8]1)[N:44]1[CH2:43][CH2:42][N:41]([CH2:40][c:37]2[cH:36][cH:35][n:34][cH:39][cH:38]2)[CH2:46][CH2:45]1. The reactants are COC(=O)c1ccc(CN)nc1Nc1ccc([Si](C)(C)C)cc1F, CC(=O)OC(C)=O, O=CO. Yields the product COC(=O)c1ccc(CNC=O)nc1Nc1ccc([Si](C)(C)C)cc1F. As a reaction SMILES: [CH3:1][O:2][C:3]([c:4]1[c:5]([NH:12][c:13]2[c:14]([F:23])[cH:15][c:16]([Si:19]([CH3:20])([CH3:21])[CH3:22])[cH:17][cH:18]2)[n:6][c:7]([CH2:10][NH2:11])[cH:8][cH:9]1)=[O:24].[CH3:28][C:29]([O:30][C:31](=[O:32])[CH3:33])=[O:34].[CH:25](=[O:26])[OH:27]>>[CH3:1][O:2][C:3]([c:4]1[c:5]([NH:12][c:13]2[c:14]([F:23])[cH:15][c:16]([Si:19]([CH3:20])([CH3:21])[CH3:22])[cH:17][cH:18]2)[n:6][c:7]([CH2:10][NH:11][CH:25]=[O:26])[cH:8][cH:9]1)=[O:24]. Reactants: C1COCCO1, CO, Cl, CN1CCN(c2cc(-c3cc4c(cc3F)CCN(C(=O)OC(C)(C)C)C4)nc(N)n2)CC1. Product: Cl, CN1CCN(c2cc(-c3cc4c(cc3F)CCNC4)nc(N)n2)CC1. RXN SMILES: [CH2:34]1[O:35][CH2:36][CH2:37][O:38][CH2:39]1.[CH3:40][OH:41].[ClH:1].[NH2:2][c:3]1[n:4][c:5]([N:27]2[CH2:28][CH2:29][N:30]([CH3:33])[CH2:31][CH2:32]2)[cH:6][c:7](-[c:9]2[c:10]([F:26])[cH:11][c:12]3[c:17]([cH:18]2)[CH2:16][N:15]([C:19]([O:20][C:21]([CH3:22])([CH3:23])[CH3:24])=[O:25])[CH2:14][CH2:13]3)[n:8]1>>[ClH:1].[NH2:2][c:3]1[n:4][c:5]([N:27]2[CH2:28][CH2:29][N:30]([CH3:33])[CH2:31][CH2:32]2)[cH:6][c:7](-[c:9]2[c:10]([F:26])[cH:11][c:12]3[c:17]([cH:18]2)[CH2:16][NH:15][CH2:14][CH2:13]3)[n:8]1.